This data is from the Open Reaction Database (ORD), a public repository of structured organic reaction records. The task is: describe an organic reaction: reactants, conditions, products, and yield Solvent: CCOC(=O)C (EtOAc). Procedure: To a rt solution of 65.D (476 mg, 1.58 mmol) in EtOAc (9 mL) was added SnCl2-2H2O (1.88 g, 7.93 mmol). The reaction solution was refluxed for 2.0 hr, cooled to rt, and treated with concentrated NH4OH (2.5 mL). To the resulting mixture was added MeOH (10 mL) followed by celite. Solid was filtered off and washed with MeOH, the liquid layers was collected and concentrated. Purification of the residue by flash chromatography on silica gel using 0-20% MeOH/CH2Cl2 for elution gave title product 65.E a... Reactants: CC1=NC=CC(=C1)C=1C=C(OCC(=O)OC)C=C(C1)[N+](=O)[O-] (Methyl 2-(3-(2-methylpyridin-4-yl)-5-nitrophenoxy)acetate), SnCl2-2H2O, CO (MeOH), [NH4+].[OH-] (NH4OH). Reaction SMILES: [CH3:1][C:2]1[CH:7]=[C:6]([C:8]2[CH:9]=[C:10]([CH:17]=[C:18]([N+:20]([O-])=O)[CH:19]=2)[O:11][CH2:12][C:13]([O:15][CH3:16])=[O:14])[CH:5]=[CH:4][N:3]=1.[NH4+].[OH-].CO>CCOC(C)=O>[NH2:20][C:18]1[CH:17]=[C:10]([CH:9]=[C:8]([C:6]2[CH:5]=[CH:4][N:3]=[C:2]([CH3:1])[CH:7]=2)[CH:19]=1)[O:11][CH2:12][C:13]([O:15][CH3:16])=[O:14] |f:1.2|. Yields the product NC=1C=C(OCC(=O)OC)C=C(C1)C1=CC(=NC=C1)C (Methyl 2-(3-amino-5-(2-methylpyridin-4-yl)phenoxy)acetate). The yield is 65.5%. Starting materials: [Al+3], [Al+3], CCCN1C(=O)COc2cccc3nc4c(c1c23)CCCC4, [Cl-], [Cl-], [Cl-], [H-], [H-], [H-], [H-], [Li+], C1CCOC1. Reaction SMILES: [Al+3:2].[Al+3:8].[CH2:11]([CH2:12][CH3:13])[N:14]1[C:15](=[O:32])[CH2:16][O:17][c:18]2[c:19]3[c:20]1[c:21]1[c:26]([n:27][c:28]3[cH:29][cH:30][cH:31]2)[CH2:25][CH2:24][CH2:23][CH2:22]1.[Cl-:10].[Cl-:7].[Cl-:9].[H-:1].[H-:4].[H-:5].[H-:6].[Li+:3].[O:33]1[CH2:34][CH2:35][CH2:36][CH2:37]1>>[CH2:11]([CH2:12][CH3:13])[N:14]1[CH2:15][CH2:16][O:17][c:18]2[c:19]3[c:20]1[c:21]1[c:26]([n:27][c:28]3[cH:29][cH:30][cH:31]2)[CH2:25][CH2:24][CH2:23][CH2:22]1. Yields the product CCCN1CCOc2cccc3nc4c(c1c23)CCCC4. Starting materials: CC(C)=O, O=C(COc1ccc(Cl)cc1)N1Cc2ccc(C(=O)C(Cl)(Cl)Cl)n2Cc2ccccc21, Cl, [Na+], [OH-]. Product: O=C(O)c1ccc2n1Cc1ccccc1N(C(=O)COc1ccc(Cl)cc1)C2. Reaction SMILES: [CH3:35][C:36](=[O:37])[CH3:38].[Cl:1][C:2]([C:3](=[O:4])[c:5]1[cH:6][cH:7][c:8]2[n:14]1[CH2:13][c:12]1[c:11]([cH:18][cH:17][cH:16][cH:15]1)[N:10]([C:19]([CH2:20][O:21][c:22]1[cH:23][cH:24][c:25]([Cl:28])[cH:26][cH:27]1)=[O:29])[CH2:9]2)([Cl:30])[Cl:31].[ClH:34].[Na+:33].[OH-:32]>>[C:3]([OH:4])([c:5]1[cH:6][cH:7][c:8]2[n:14]1[CH2:13][c:12]1[c:11]([cH:18][cH:17][cH:16][cH:15]1)[N:10]([C:19]([CH2:20][O:21][c:22]1[cH:23][cH:24][c:25]([Cl:28])[cH:26][cH:27]1)=[O:29])[CH2:9]2)=[O:32]. The reactants are [Al+3], [Al+3], Cc1cc2c(c(C)c1Br)C(=O)C(C)(C)O2, C1CCOC1, [Cl-], [Cl-], [Cl-], [H-], [H-], [H-], [H-], [Li+], [Na+], [OH-], O. The product is Cc1cc2c(c(C)c1Br)CC(C)(C)O2. As a reaction SMILES: [Al+3:2].[Al+3:8].[Br:11][c:12]1[c:13]([CH3:25])[cH:14][c:15]2[c:16]([c:23]1[CH3:24])[C:17](=[O:22])[C:18]([CH3:20])([CH3:21])[O:19]2.[CH2:29]1[O:30][CH2:31][CH2:32][CH2:33]1.[Cl-:10].[Cl-:7].[Cl-:9].[H-:1].[H-:4].[H-:5].[H-:6].[Li+:3].[Na+:27].[OH-:26].[OH2:28]>>[Br:11][c:12]1[c:13]([CH3:25])[cH:14][c:15]2[c:16]([c:23]1[CH3:24])[CH2:17][C:18]([CH3:20])([CH3:21])[O:19]2. The reactants are CC(C)N1CCN(Cc2cnc(-c3ccc(C(=O)Nc4ccccc4NC(=O)OC(C)(C)C)cc3)c(C#N)c2)CC1, CCOC(C)=O, Cl, O. Yields the product CC(C)N1CCN(Cc2cnc(-c3ccc(C(=O)Nc4ccccc4N)cc3)c(C#N)c2)CC1. RXN SMILES: [C:1](#[N:2])[c:3]1[c:4](-[c:19]2[cH:20][cH:21][c:22]([C:23](=[O:24])[NH:25][c:26]3[c:27]([NH:32][C:33](=[O:34])[O:35][C:36]([CH3:37])([CH3:38])[CH3:39])[cH:28][cH:29][cH:30][cH:31]3)[cH:40][cH:41]2)[n:5][cH:6][c:7]([CH2:9][N:10]2[CH2:11][CH2:12][N:13]([CH:16]([CH3:17])[CH3:18])[CH2:14][CH2:15]2)[cH:8]1.[CH3:44][CH2:45][O:46][C:47](=[O:48])[CH3:49].[ClH:42].[OH2:43]>>[C:1](#[N:2])[c:3]1[c:4](-[c:19]2[cH:20][cH:21][c:22]([C:23](=[O:24])[NH:25][c:26]3[c:27]([NH2:32])[cH:28][cH:29][cH:30][cH:31]3)[cH:40][cH:41]2)[n:5][cH:6][c:7]([CH2:9][N:10]2[CH2:11][CH2:12][N:13]([CH:16]([CH3:17])[CH3:18])[CH2:14][CH2:15]2)[cH:8]1.